From a dataset of the Open Reaction Database (ORD), a public repository of structured organic reaction records. describe an organic reaction: reactants, conditions, products, and yield Starting materials: ClC(Cl)(Cl)Cl, OCCCOc1ccc(Oc2ccccc2)cc1, BrP(Br)Br. Yields the product BrCCCOc1ccc(Oc2ccccc2)cc1. Reaction SMILES: [Cl:23][C:24]([Cl:25])([Cl:26])[Cl:27].[O:1]([c:2]1[cH:3][cH:4][cH:5][cH:6][cH:7]1)[c:8]1[cH:9][cH:10][c:11]([O:12][CH2:13][CH2:14][CH2:15][OH:16])[cH:17][cH:18]1.[P:19]([Br:20])([Br:21])[Br:22]>>[O:1]([c:2]1[cH:3][cH:4][cH:5][cH:6][cH:7]1)[c:8]1[cH:9][cH:10][c:11]([O:12][CH2:13][CH2:14][CH2:15][Br:20])[cH:17][cH:18]1. The reactants are C(C)OC(=O)C=1C(NC2=NC=C(C=C2C1N1CCN(CC1)C(=O)C=1OC=CC1)F)=O (6-Fluoro-4-[4-(furan-2-carbonyl)-piperazin-1-yl]-2-oxo-1,2-dihydro-[1,8]-naphthyridine-3-carboxylic acid ethyl ester), FC=1C=C(CBr)C=CC1 (3-fluorobenzyl bromide). The product is C(C)OC(=O)C=1C(N(C2=NC=C(C=C2C1N1CCN(CC1)C(=O)C=1OC=CC1)F)CC1=CC(=CC=C1)F)=O (6-Fluoro-1-(3-fluorobenzyl)-4-[4-(furan-2-carbonyl)-piperazin-1-yl]-2-oxo-1,2-dihydro-[1,8]-naphthyridine-3-carboxylic acid ethyl ester). Reaction SMILES: [CH2:1]([O:3][C:4]([C:6]1[C:7](=[O:30])[NH:8][C:9]2[C:14]([C:15]=1[N:16]1[CH2:21][CH2:20][N:19]([C:22]([C:24]3[O:25][CH:26]=[CH:27][CH:28]=3)=[O:23])[CH2:18][CH2:17]1)=[CH:13][C:12]([F:29])=[CH:11][N:10]=2)=[O:5])[CH3:2].[F:31][C:32]1[CH:33]=[C:34]([CH:37]=[CH:38][CH:39]=1)[CH2:35]Br>>[CH2:1]([O:3][C:4]([C:6]1[C:7](=[O:30])[N:8]([CH2:35][C:34]2[CH:37]=[CH:38][CH:39]=[C:32]([F:31])[CH:33]=2)[C:9]2[C:14]([C:15]=1[N:16]1[CH2:21][CH2:20][N:19]([C:22]([C:24]3[O:25][CH:26]=[CH:27][CH:28]=3)=[O:23])[CH2:18][CH2:17]1)=[CH:13][C:12]([F:29])=[CH:11][N:10]=2)=[O:5])[CH3:2]. Reported procedure: This compound was prepared from 6-fluoro-4-[4-(furan-2-carbonyl)-piperazin-1-yl]-2-oxo-1,2-dihydro-[1,8]-naphthyridine-3-carboxylic acid ethyl ester (81) and 3-fluorobenzyl bromide according to General Procedure B. Yield 421 mg (49%), MP 121° C.; 1H-NMR (DMSO-d6): δ 1.27 (t, J=7.2 Hz, 3H), 3.15 (m, 4H), 3.92 (m, 4H), 4.29 (q, J=7.2 Hz, 2H), 5.53 (s, 2H), 6.65 (dd, J=1.6, 3.2, Hz, 1H), 7.05 (m, 4H), 7.33 (m, 1H), 7.87 (d, J=1.6 Hz, 1H), 8.18 (dd, J=2.8, 8.8 Hz, 1H), 8.73 (d, J=2.8 Hz, 1H); EIMS: ... Starting materials: CC1(OC[C@@H](O1)CN1C=NC2=C(C1=O)C(=CC(N2C)=O)NC2=C(C=C(C=C2)I)F)C ((S)-3-((2,2-Dimethyl-1,3-dioxolan-4-yl)methyl)-5-(2-fluoro-4-iodophenylamino)-8-methylpyrido[2,3-d]pyrimidine-4,7(3H,8H)-dione), NC1=CC(=C(C=C1)NC1=CC(N(C=2N=CNC(C21)=O)C)=O)F (5-(4-Amino-2-fluorophenylamino)-8-methylpyrido[2,3-d]pyrimidine-4,7(3H,8H)-dione), Br.BrCCN(C)C (2-bromo-N,N-dimethylethanamine hydrobromide). Yields the product CN(CCN1C=NC2=C(C1=O)C(=CC(N2C)=O)NC2=C(C=C(C=C2)I)F)C (3-(2-(Dimethylamino)ethyl)-5-(2-fluoro-4-iodophenylamino)-8-methylpyrido[2,3-d]pyrimidine-4,7(3H,8H)-dione). As a reaction SMILES: CC1(C)O[C@@H:5]([CH2:7][N:8]2[C:13](=[O:14])[C:12]3[C:15]([NH:21][C:22]4[CH:27]=[CH:26][C:25]([I:28])=[CH:24][C:23]=4[F:29])=[CH:16][C:17](=[O:20])[N:18]([CH3:19])[C:11]=3[N:10]=[CH:9]2)CO1.NC1C=C[C:35]([NH:38][C:39]2C3C(=O)NC=NC=3N(C)C(=O)C=2)=C(F)C=1.Br.BrCCN(C)C>>[CH3:35][N:38]([CH3:39])[CH2:5][CH2:7][N:8]1[C:13](=[O:14])[C:12]2[C:15]([NH:21][C:22]3[CH:27]=[CH:26][C:25]([I:28])=[CH:24][C:23]=3[F:29])=[CH:16][C:17](=[O:20])[N:18]([CH3:19])[C:11]=2[N:10]=[CH:9]1 |f:2.3|. Reported procedure: The title compound was prepared following the same procedure for the synthesis of compound 5G using compound 5F and 2-bromo-N,N-dimethylethanamine hydrobromide as starting material. 1H NMR (400 MHz, MeOD) δ 8.57 (s, 1H) 7.68 (m, 2H) 7.33 (t, J=8.36 Hz, 1H) 5.78 (s, 1H) 4.51 (t, J=4.0 Hz, 2H) 3.69 (s, 3H) 3.66 (t, J=8.0 Hz, 2H) 3.09 (s, 6H).